This data is from the Open Reaction Database (ORD), a public repository of structured organic reaction records. The task is: describe an organic reaction: reactants, conditions, products, and yield Reactants: CCOC(=O)c1cccnc1, NCCSCc1ccccc1, CC. The product is O=C(NCCSCc1ccccc1)c1cccnc1. Reaction SMILES: [C:1]([c:2]1[cH:3][n:4][cH:5][cH:6][cH:7]1)([O:9][CH2:8][CH3:10])=[O:11].[CH2:12]([c:13]1[cH:14][cH:15][cH:16][cH:17][cH:18]1)[S:19][CH2:20][CH2:21][NH2:22].[CH3:23][CH3:24]>>[C:1]([c:2]1[cH:3][n:4][cH:5][cH:6][cH:7]1)(=[O:9])[NH:22][CH2:21][CH2:20][S:19][CH2:12][c:13]1[cH:14][cH:15][cH:16][cH:17][cH:18]1. The reactants are B (borane), solution, B (borane), solution, B (borane), solution, N[C@@H](C(=O)N)CCCC1=CC=C(C=C1)O[Si](C)(C)C(C)(C)C ((R)-2-Amino-5-[4-(tert-butyl-dimethyl-silanyloxy)-phenyl]-pentanoic acid amide). Solvent: C1CCOC1 (THF), C1CCOC1 (THF), C1CCOC1 (THF), CO (MeOH), C1CCOC1 (THF). Run at temperature 5 celsius. Yields the product N[C@H](CCCC1=CC=C(C=C1)O)CN (4-((R)-4,5-Diamino-pentyl)-phenol). Reaction SMILES: [NH2:1][C@H:2]([CH2:6][CH2:7][CH2:8][C:9]1[CH:14]=[CH:13][C:12]([O:15][Si](C(C)(C)C)(C)C)=[CH:11][CH:10]=1)[C:3]([NH2:5])=O.B>C1COCC1.CO>[NH2:1][C@@H:2]([CH2:3][NH2:5])[CH2:6][CH2:7][CH2:8][C:9]1[CH:10]=[CH:11][C:12]([OH:15])=[CH:13][CH:14]=1. Reported procedure: A solution of (R)-2-Amino-5-[4-(tert-butyl-dimethyl-silanyloxy)-phenyl]-pentanoic acid amide (7.74 g, 24 mmol) in THF is stirred at 5° C. and borane (96 ml of a 1 M solution in THF, 96 mmol) is added. The mixture is stirred at 5° C. until a homogeneous mixture is obtained and then stirred at room temperature for 30 minutes and 35° C. for 3 hours. After this time, further borane (24 ml of a 1 M solution in THF, 24 mmol) is added and the reaction is heated at 35° C. for 18 hours. After this time, ... Reactants: C(C)(=O)OCC (ethyl acetate), COC1=CC=CC=2OC(=CC21)[Sn](C)(C)C (4-methoxy-2-(trimethylstannyl)benzo(b)furan), BrC=1SC(=CC1)CC (2-bromo-5-ethylthiophene), dichloride. Solvent: C1CCOC1 (THF). Product: C(C)C1=CC=C(S1)C1=CC2=C(O1)C=CC=C2OC (2-(5-ethylthiophen-2-yl)-4-methoxybenzo(b)furan). Isolated yield 41.8%. RXN SMILES: [CH3:1][O:2][C:3]1[C:11]2[CH:10]=[C:9]([Sn](C)(C)C)[O:8][C:7]=2[CH:6]=[CH:5][CH:4]=1.Br[C:17]1[S:18][C:19]([CH2:22][CH3:23])=[CH:20][CH:21]=1.C(OCC)(=O)C>C1COCC1>[CH2:22]([C:19]1[S:18][C:17]([C:9]2[O:8][C:7]3[CH:6]=[CH:5][CH:4]=[C:3]([O:2][CH3:1])[C:11]=3[CH:10]=2)=[CH:21][CH:20]=1)[CH3:23]. Procedure: To a solution of 4-methoxy-2-(trimethylstannyl)benzo(b)furan (3.00 g) and 2-bromo-5-ethylthiophene (1.84 g) in THF (25 ml) was added bistriphenylphosphinepalladium dichloride (224 mg), and the mixture was stirred with refluxing overnight. After cooling, ethyl acetate was added to the reaction mixture and the mixture was filtered through celite. The filtrate was washed with water and saturated brine, and the organic layer was dried over magnesium sulfate and concentrated under reduced pressure. T... The reactants are CC=1C(=C2C=CNC2=C(C1)C)CC1=NC2=C(N1)C=CC(=C2)C#N (2-((5,7-dimethyl-1H-indol-4-yl)methyl)-1H-benzo[d]imidazole-5-carbonitrile), C1CC(=O)N(C1=O)Cl (NCS). The product is ClC1=CNC2=C(C=C(C(=C12)CC1=NC2=C(N1)C=CC(=C2)C#N)C)C (2-((3-Chloro-5,7-dimethyl-1H-indol-4-yl)methyl)-1H-benzo[d]imidazole-5-carbonitrile). RXN SMILES: [CH3:1][C:2]1[C:3]([CH2:12][C:13]2[NH:17][C:16]3[CH:18]=[CH:19][C:20]([C:22]#[N:23])=[CH:21][C:15]=3[N:14]=2)=[C:4]2[C:8](=[C:9]([CH3:11])[CH:10]=1)[NH:7][CH:6]=[CH:5]2.C1C(=O)N([Cl:31])C(=O)C1>>[Cl:31][C:5]1[C:4]2[C:8](=[C:9]([CH3:11])[CH:10]=[C:2]([CH3:1])[C:3]=2[CH2:12][C:13]2[NH:17][C:16]3[CH:18]=[CH:19][C:20]([C:22]#[N:23])=[CH:21][C:15]=3[N:14]=2)[NH:7][CH:6]=1. Procedure: The title compound was synthesized by a chlorination of 2-((5,7-dimethyl-1H-indol-4-yl)methyl)-1H-benzo[d]imidazole-5-carbonitrile using NCS analogously to the preparation of Example 85. 1H NMR (400 MHz, DMSO-d6) δ ppm 12.38 (s, 1H) 11.29 (br. s., 1H) 7.98 (d, J=0.76 Hz, 1H) 7.75-7.87 (m, 1H) 7.61 (d, J=8.34 Hz, 1H) 7.44-7.55 (m) 7.39-7.44 (m) 6.86 (s, 1H) 4.75 (d, J=4.55 Hz, 2H) 2.42 (s, 3H) 2.24 (s, 3H). HRMS calcd. for C13H16ClN4 (M+H)+ 335.1058. found 335.1062. Reactants: FC1C(CCN(CC1)C1=C(C=NN1C)[N+](=O)[O-])NC(OC(C)(C)C)=O (tert-butyl 5-fluoro-1-(1-methyl-4-nitro-1H-pyrazol-5-yl)azepan-4-ylcarbamate). The reagents and catalysts are [Pd] (Pd/C). Run in CO (MeOH). Yields the product amine, FC1C(CCN(CC1)C1=C(C=NN1C)[N+](=O)[O-])N (5-fluoro-1-(1-methyl-4-nitro-1H-pyrazol-5-yl)azepan-4-amine). RXN SMILES: [F:1][CH:2]1[CH2:8][CH2:7][N:6]([C:9]2[N:13]([CH3:14])[N:12]=[CH:11][C:10]=2[N+:15]([O-:17])=[O:16])[CH2:5][CH2:4][CH:3]1[NH:18]C(=O)OC(C)(C)C>CO.[Pd]>[F:1][CH:2]1[CH2:8][CH2:7][N:6]([C:9]2[N:13]([CH3:14])[N:12]=[CH:11][C:10]=2[N+:15]([O-:17])=[O:16])[CH2:5][CH2:4][CH:3]1[NH2:18]. Procedure: A solution of tert-butyl 5-fluoro-1-(1-methyl-4-nitro-1H-pyrazol-5-yl)azepan-4-ylcarbamate (65 mg, 0.182 mmol) in MeOH (20 mL) was passed through the H-Cube® (full H2, 50° C., flow rate: 1 mL/min, 30 mm 10% Pd/C cartridge). The solvent was removed under reduced pressure to give the free amine, 5-fluoro-1-(1-methyl-4-nitro-1H-pyrazol-5-yl)azepan-4-amine, as a pale yellow glass (51 mg). Reactants: FC1=C(OC=2C=NN(C(C2)=O)C(C(=O)O)CC2=C(C=CC=C2F)F)C(=CC=C1)F (2-[4-(2,6-difluoro-phenoxy)-6-oxo-6H-pyridazin-1-yl]-3-(2,6-difluoro-phenyl)-propionic acid), CC1(OC[C@H](O1)CN1N=C(C=C1)N)C (1-((R)-2,2-dimethyl-[1,3]dioxolan-4-ylmethyl)-1H-pyrazol-3-ylamine), FC1=C(OC=2C=NN(C(C2)=O)C(C(=O)O)CC2=C(C=CC=C2F)F)C(=CC=C1)F (2-[4-(2,6-difluoro-phenoxy)-6-oxo-6H-pyridazin-1-yl]-3-(2,6-difluoro-phenyl)-propionic acid), CC1(OC[C@H](O1)CN1N=C(C=C1)N)C (1-((R)-2,2-dimethyl-[1,3]dioxolan-4-ylmethyl)-1H-pyrazol-3-ylamine). The product is FC1=C(OC=2C=NN(C(C2)=O)C(C(=O)NC2=NN(C=C2)C[C@H]2OC(OC2)(C)C)CC2=C(C=CC=C2F)F)C(=CC=C1)F (2-[4-(2,6-difluoro-phenoxy)-6-oxo-6H-pyridazin-1-yl]-3-(2,6-difluoro-phenyl)-N-[1-((R)-2,2-dimethyl-[1,3]dioxolan-4-ylmethyl)-1H-pyrazol-3-yl]-propionamide). As a reaction SMILES: [F:1][C:2]1[CH:28]=[CH:27][CH:26]=[C:25]([F:29])[C:3]=1[O:4][C:5]1[CH:6]=[N:7][N:8]([CH:12]([CH2:16][C:17]2[C:22]([F:23])=[CH:21][CH:20]=[CH:19][C:18]=2[F:24])[C:13](O)=[O:14])[C:9](=[O:11])[CH:10]=1.[CH3:30][C:31]1([CH3:43])[O:35][C@H:34]([CH2:36][N:37]2[CH:41]=[CH:40][C:39]([NH2:42])=[N:38]2)[CH2:33][O:32]1>>[F:29][C:25]1[CH:26]=[CH:27][CH:28]=[C:2]([F:1])[C:3]=1[O:4][C:5]1[CH:6]=[N:7][N:8]([CH:12]([CH2:16][C:17]2[C:18]([F:24])=[CH:19][CH:20]=[CH:21][C:22]=2[F:23])[C:13]([NH:42][C:39]2[CH:40]=[CH:41][N:37]([CH2:36][C@@H:34]3[CH2:33][O:32][C:31]([CH3:43])([CH3:30])[O:35]3)[N:38]=2)=[O:14])[C:9](=[O:11])[CH:10]=1. Procedure: Using the method described in Example 49, 2-[4-(2,6-difluoro-phenoxy)-6-oxo-6H-pyridazin-1-yl]-3-(2,6-difluoro-phenyl)-propionic acid (Intermediate 34) and 1-((R)-2,2-dimethyl-[1,3]dioxolan-4-ylmethyl)-1H-pyrazol-3-ylamine (Intermediate 4) afforded 2-[4-(2,6-difluoro-phenoxy)-6-oxo-6H-pyridazin-1-yl]-3-(2,6-difluoro-phenyl)-N-[1-((R)-2,2-dimethyl-[1,3]dioxolan-4-ylmethyl)-1H-pyrazol-3-yl]-propionamide as an off-white solid as a mixture of diastereomers (367.9 mg, 59%). Starting materials: FC(C(=O)[O-])(C1=NC=C(C=N1)F)F.[Na+] (sodium 2,2-difluoro-2-(5-fluoropyrimidin-2-yl)acetate), Cl (HCl). Run in CCOC(=O)C (EtOAc). Product: FC(C(=O)O)(C1=NC=C(C=N1)F)F (2,2-difluoro-2-(5-fluoropyrimidin-2-yl)acetic acid). Isolated yield 78.1%. RXN SMILES: [F:1][C:2]([F:13])([C:6]1[N:11]=[CH:10][C:9]([F:12])=[CH:8][N:7]=1)[C:3]([O-:5])=[O:4].[Na+].Cl>CCOC(C)=O>[F:13][C:2]([F:1])([C:6]1[N:11]=[CH:10][C:9]([F:12])=[CH:8][N:7]=1)[C:3]([OH:5])=[O:4] |f:0.1|. Procedure details: To sodium 2,2-difluoro-2-(5-fluoropyrimidin-2-yl)acetate from Example 3 step C (2.97 g, 13.87 mmol) was added EtOAc (100 mL) and 4 N HCl (100 mL) and the mixture shaken and partitioned. The organic phase was dried over sodium sulfate and concentrated under reduced pressure. Hexanes was added to the residue and the mixture again concentrated under reduced pressure to afford 2,2-difluoro-2-(5-fluoropyrimidin-2-yl)acetic acid (2.08 g, 78%), which was used without further purification. Starting materials: C(C)OP(=O)(OCC)CC(=O)OCC (ethyl 2-(diethoxyphosphoryl)acetate), [H-].[Na+] (sodium hydride), C(C1=CC=CC=C1)OC=1C=C2C=C3N(C2=CC1)CCCC3=O (2-(Benzyloxy)-7,8-dihydropyrido[1,2-a]indol-9(6H)-one), [NH4+].[Cl-] (NH4Cl). Solvent: CN(C)C=O (DMF), CN(C)C=O (DMF). Conditions: time 10 minute. Yields the product C(C1=CC=CC=C1)OC=1C=C2C=C3N(C2=CC1)CCCC3=CC(=O)OCC (Ethyl 2-(2-(Benzyloxy)-7,8-dihydropyrido[1,2-a]indol-9(6H)-ylidene)acetate). The yield is 86.0%. Reaction SMILES: C(OP([CH2:9][C:10]([O:12][CH2:13][CH3:14])=[O:11])(OCC)=O)C.[H-].[Na+].[CH2:17]([O:24][C:25]1[CH:26]=[C:27]2[C:31](=[CH:32][CH:33]=1)[N:30]1[CH2:34][CH2:35][CH2:36][C:37](=O)[C:29]1=[CH:28]2)[C:18]1[CH:23]=[CH:22][CH:21]=[CH:20][CH:19]=1.[NH4+].[Cl-]>CN(C=O)C>[CH2:17]([O:24][C:25]1[CH:26]=[C:27]2[C:31](=[CH:32][CH:33]=1)[N:30]1[CH2:34][CH2:35][CH2:36][C:37](=[CH:9][C:10]([O:12][CH2:13][CH3:14])=[O:11])[C:29]1=[CH:28]2)[C:18]1[CH:23]=[CH:22][CH:21]=[CH:20][CH:19]=1 |f:1.2,4.5|. Reported procedure: To a solution of ethyl 2-(diethoxyphosphoryl)acetate (3.11 mL, 15.65 mmol) in DMF (10 mL) was added sodium hydride (60% dispersion in mineral oil) (626 mg, 15.65 mmol) at 0° C. The reaction was slowly warmed to room temperature and stirred for 10 min. 2-(Benzyloxy)-7,8-dihydropyrido[1,2-a]indol-9(6H)-one (570 mg, 1.956 mmol) in DMF was added. The reaction was heated at 65° C. for 2 h, cooled down, poured into saturated NH4Cl aqueous solution, and extracted with ethyl acetate. The combined organi...